Dataset: the Open Reaction Database (ORD), a public repository of structured organic reaction records. Task: describe an organic reaction: reactants, conditions, products, and yield The reactants are COC(=O)c1c(Br)cc(F)c(F)c1Nc1ccccc1Cl, COCCOC, CCOC(C)=O, [K+], [K+], O=C([O-])[O-], O, OB(O)C=Cc1ccccc1, c1ccc(P(c2ccccc2)(c2ccccc2)[Pd](P(c2ccccc2)(c2ccccc2)c2ccccc2)(P(c2ccccc2)(c2ccccc2)c2ccccc2)P(c2ccccc2)(c2ccccc2)c2ccccc2)cc1. Yields the product COC(=O)c1c(C=Cc2ccccc2)cc(F)c(F)c1Nc1ccccc1Cl. As a reaction SMILES: [CH3:12][O:13][C:14]([c:15]1[c:16]([NH:24][c:25]2[c:26]([Cl:31])[cH:27][cH:28][cH:29][cH:30]2)[c:17]([F:23])[c:18]([F:22])[cH:19][c:20]1[Br:21])=[O:32].[CH3:33][O:34][CH2:35][CH2:36][O:37][CH3:38].[CH3:45][CH2:46][O:47][C:48](=[O:49])[CH3:50].[K+:39].[K+:40].[O-:41][C:42]([O-:43])=[O:44].[OH2:51].[c:1]1([CH:7]=[CH:8][B:9]([OH:10])[OH:11])[cH:2][cH:3][cH:4][cH:5][cH:6]1.[cH:52]1[cH:53][cH:54][c:55]([P:56]([Pd:57]([P:58]([c:59]2[cH:60][cH:61][cH:62][cH:63][cH:64]2)([c:65]2[cH:66][cH:67][cH:68][cH:69][cH:70]2)[c:71]2[cH:72][cH:73][cH:74][cH:75][cH:76]2)([P:77]([c:78]2[cH:79][cH:80][cH:81][cH:82][cH:83]2)([c:84]2[cH:85][cH:86][cH:87][cH:88][cH:89]2)[c:90]2[cH:91][cH:92][cH:93][cH:94][cH:95]2)[P:96]([c:97]2[cH:98][cH:99][cH:100][cH:101][cH:102]2)([c:103]2[cH:104][cH:105][cH:106][cH:107][cH:108]2)[c:109]2[cH:110][cH:111][cH:112][cH:113][cH:114]2)([c:115]2[cH:116][cH:117][cH:118][cH:119][cH:120]2)[c:121]2[cH:122][cH:123][cH:124][cH:125][cH:126]2)[cH:127][cH:128]1>>[c:1]1([CH:7]=[CH:8][c:20]2[c:15]([C:14]([O:13][CH3:12])=[O:32])[c:16]([NH:24][c:25]3[c:26]([Cl:31])[cH:27][cH:28][cH:29][cH:30]3)[c:17]([F:23])[c:18]([F:22])[cH:19]2)[cH:2][cH:3][cH:4][cH:5][cH:6]1. Starting materials: NC(C(=O)OCC)(CC)C1=CC=CC=C1 (ethyl 2-amino-2-phenylbutanoate), [BH4-].[Na+] (sodium borohydride). The solvent is O.C(C)O (water ethanol). Product: NC(CO)(CC)C1=CC=CC=C1 (2-Amino-2-phenylbutan-1-ol). Isolated yield 89.8%. RXN SMILES: [NH2:1][C:2]([C:10]1[CH:15]=[CH:14][CH:13]=[CH:12][CH:11]=1)([CH2:8][CH3:9])[C:3](OCC)=[O:4].[BH4-].[Na+]>O.C(O)C>[NH2:1][C:2]([C:10]1[CH:15]=[CH:14][CH:13]=[CH:12][CH:11]=1)([CH2:8][CH3:9])[CH2:3][OH:4] |f:1.2,3.4|. Reported procedure: A solution of ethyl 2-amino-2-phenylbutanoate (0.162 g, 0.782 mmol) in 1:3 v/v water/ethanol (4 mL) was reacted with sodium borohydride (0.151 g, 3.908 mmol) at reflux for four hours. The reaction was concentrated and partition between water (5 mL), ethyl ether (10 mL) and 1N aqueous sodium hydroxide (0.39 mL). Solid sodium chloride was added to saturate the aqueous and separate the phases. The aqueous phase was separated and re-extracted with ethyl ether (2×20 mL). The combined ethereal extract... Starting materials: ClC=1C=C(C=CC1)C(CC(=O)OCC)O (ethyl 3-(3-chlorophenyl)-3-hydroxypropionate), C(CCCCC)(=O)OC=C (vinyl caproate). Conditions: time 13 day. Product: ClC=1C=C(C=CC1)C(CC(=O)OCC)O ((-)-ethyl 3-(3-chlorophenyl)-3-hydroxypropionate), ClC=1C=C(C=CC1)C(CC(=O)OCC)OC(CCCCC)=O ((+)-ethyl 3-(3-chlorophenyl)-3-caproyloxypropionate). RXN SMILES: [Cl:1][C:2]1[CH:3]=[C:4]([CH:8]([OH:15])[CH2:9][C:10]([O:12][CH2:13][CH3:14])=[O:11])[CH:5]=[CH:6][CH:7]=1.[C:16](OC=C)(=[O:22])[CH2:17][CH2:18][CH2:19][CH2:20][CH3:21]>>[Cl:1][C:2]1[CH:3]=[C:4]([CH:8]([OH:15])[CH2:9][C:10]([O:12][CH2:13][CH3:14])=[O:11])[CH:5]=[CH:6][CH:7]=1.[Cl:1][C:2]1[CH:3]=[C:4]([CH:8]([O:15][C:16](=[O:22])[CH2:17][CH2:18][CH2:19][CH2:20][CH3:21])[CH2:9][C:10]([O:12][CH2:13][CH3:14])=[O:11])[CH:5]=[CH:6][CH:7]=1. Reported procedure: The mixture of 5.0 g of ethyl 3-(3-chlorophenyl)-3-hydroxypropionate, 1.6 g of vinyl caproate and 2.0 g of lipase PS was stirred at room temperature for 13 days. After the lipase was removed by filtration, the filtrate was eluted by column chromatography (eluting solution; 9/1 of toluene/ethyl acetate) to obtain 2.34 g (40%ee) of (-)-ethyl 3-(3-chlorophenyl)-3-hydroxypropionate and 2.75 g (>90%ee) of (+)-ethyl 3-(3-chlorophenyl)-3-caproyloxypropionate. Starting materials: BrCCCBr, O=C([O-])[O-], Oc1ccc(OCc2ccccc2)cc1, CC(C)=O, [K+], [K+]. The product is BrCCCOc1ccc(OCc2ccccc2)cc1. RXN SMILES: [Br:16][CH2:17][CH2:18][CH2:19][Br:20].[C:21](=[O:22])([O-:23])[O-:24].[CH2:1]([c:2]1[cH:3][cH:4][cH:5][cH:6][cH:7]1)[O:8][c:9]1[cH:10][cH:11][c:12]([OH:15])[cH:13][cH:14]1.[CH3:27][C:28](=[O:29])[CH3:30].[K+:25].[K+:26]>>[CH2:1]([c:2]1[cH:3][cH:4][cH:5][cH:6][cH:7]1)[O:8][c:9]1[cH:10][cH:11][c:12]([O:15][CH2:19][CH2:18][CH2:17][Br:16])[cH:13][cH:14]1. The reactants are CCOC(=O)C(=O)OCC, [BH3-]C#N, CC(N)C(=O)N1CCCC1C(=O)O, [Na+], [Na+], CCOC(=O)COc1ccccc1, O=C(O)C(=O)COc1ccccc1, [OH-], O. The product is CC(NC(COc1ccccc1)C(=O)O)C(=O)N1CCCC1C(=O)O. Reaction SMILES: [C:27]([O:28][CH2:29][CH3:30])(=[O:31])[C:32]([O:33][CH2:34][CH3:35])=[O:36].[C:52]([BH3-:53])#[N:54].[NH2:37][CH:38]([CH3:39])[C:40](=[O:41])[N:42]1[CH:43]([C:44](=[O:45])[OH:46])[CH2:47][CH2:48][CH2:49]1.[Na+:51].[Na+:55].[O:14]([CH2:15][C:16]([O:17][CH2:18][CH3:19])=[O:20])[c:21]1[cH:22][cH:23][cH:24][cH:25][cH:26]1.[O:1]([c:2]1[cH:3][cH:4][cH:5][cH:6][cH:7]1)[CH2:8][C:9]([C:10](=[O:11])[OH:12])=[O:13].[OH-:50].[OH2:56]>>[O:1]([c:2]1[cH:3][cH:4][cH:5][cH:6][cH:7]1)[CH2:8][CH:9]([C:10](=[O:11])[OH:12])[NH:37][CH:38]([CH3:39])[C:40](=[O:41])[N:42]1[CH:43]([C:44](=[O:45])[OH:46])[CH2:47][CH2:48][CH2:49]1.